This data is from the Open Reaction Database (ORD), a public repository of structured organic reaction records. The task is: describe an organic reaction: reactants, conditions, products, and yield Starting materials: C1(=CC=CC=C1)[C@@H]1CN2[C@H](C3=CC=CC=C13)CN(CC2)C(CC)=O (cis-1,3,4,6,7,11b-hexahydro-7-phenyl-2-propionyl-2H-pyrazino[ 2,1-a]isoquinoline), B (borane), Cl (HCl). The solvent is O1CCCC1 (tetrahydrofuran). The product is Cl.Cl.C1(=CC=CC=C1)[C@@H]1CN2[C@H](C3=CC=CC=C13)CN(CC2)CCC (cis-1,3,4,6,7,11b-hexahydro-7-phenyl-2-propyl-2H-pyrazino[2,1-a]isoquinoline dihydrochloride). As a reaction SMILES: B.[C:2]1([C@H:8]2[C:17]3[C:12](=[CH:13][CH:14]=[CH:15][CH:16]=3)[C@@H:11]3[CH2:18][N:19]([C:22](=O)[CH2:23][CH3:24])[CH2:20][CH2:21][N:10]3[CH2:9]2)[CH:7]=[CH:6][CH:5]=[CH:4][CH:3]=1.[ClH:26]>O1CCCC1>[ClH:26].[ClH:26].[C:2]1([C@H:8]2[C:17]3[C:12](=[CH:13][CH:14]=[CH:15][CH:16]=3)[C@@H:11]3[CH2:18][N:19]([CH2:22][CH2:23][CH3:24])[CH2:20][CH2:21][N:10]3[CH2:9]2)[CH:3]=[CH:4][CH:5]=[CH:6][CH:7]=1 |f:4.5.6|. Procedure details: To a stirred solution of 1.0 M borane in tetrahydrofuran (55 ml) maintained under nitrogen at 0° C. was added cis-1,3,4,6,7,11b-hexahydro-7-phenyl-2-propionyl-2H-pyrazino[ 2,1-a]isoquinoline (5.3 g, 0.016 m) and the mixture heated to reflux for 3 hours, then cooled in an ice bath and carefully treated with 10% HCl (100 ml). This mixture was heated to reflux for 1 hour, then cooled, and the tetrahydrofuran removed on an aspirator. The remaining aqueous solution was basified to pH 11 with 50% NaOH... Starting materials: ClC1=CC=C(C=C1)C1CCCCC1 (1-chloro-4-cyclohexylbenzene), [N+](=O)(O)[O-] (HNO3). Run in OS(=O)(=O)O (H2SO4), OS(=O)(=O)O (H2SO4). Run at time 1 hour. Yields the product ClC=1C=CC(=C(C1)[N+](=O)[O-])C1CCCCC1 (5-chloro-2-cyclohexyl-1-nitrobenzene). RXN SMILES: [Cl:1][C:2]1[CH:7]=[CH:6][C:5]([CH:8]2[CH2:13][CH2:12][CH2:11][CH2:10][CH2:9]2)=[CH:4][CH:3]=1.[N+:14]([O-])([OH:16])=[O:15]>OS(O)(=O)=O>[Cl:1][C:2]1[CH:7]=[CH:6][C:5]([CH:8]2[CH2:13][CH2:12][CH2:11][CH2:10][CH2:9]2)=[C:4]([N+:14]([O-:16])=[O:15])[CH:3]=1. Procedure details: To 1-chloro-4-cyclohexylbenzene (1.7 g) in H2SO4 (10 mL) at 20° C. added HNO3 (2.5 g) in H2SO4 (10 mL) maintaining the temperature below 30° C. The mixture was allowed to stir for 1 h and then partitioned between CH2Cl2 and water. The CH2Cl2 layer was washed well with a saturated NaHCO3 solution, dried (MgSO4), and concentrated in vacuo. The residue was chromatographed on silica gel eluting with 5% EtOAc/hexanes to give 5-chloro-2-cyclohexyl-1-nitrobenzene. This compound was then reduced with ir... The reactants are [BH4-], O=C(NCCC(=O)C(C(=O)OCc1ccccc1)N1CCC1=O)OCc1ccccc1, [Na+], C1CCOC1. The product is O=C(NCCC(O)C(C(=O)OCc1ccccc1)N1CCC1=O)OCc1ccccc1. As a reaction SMILES: [BH4-:32].[CH2:1]([c:2]1[cH:3][cH:4][cH:5][cH:6][cH:7]1)[O:8][C:9](=[O:10])[NH:11][CH2:12][CH2:13][C:14]([CH:15]([C:16](=[O:17])[O:18][CH2:19][c:20]1[cH:21][cH:22][cH:23][cH:24][cH:25]1)[N:26]1[C:27](=[O:30])[CH2:28][CH2:29]1)=[O:31].[Na+:33].[O:34]1[CH2:35][CH2:36][CH2:37][CH2:38]1>>[CH2:1]([c:2]1[cH:3][cH:4][cH:5][cH:6][cH:7]1)[O:8][C:9](=[O:10])[NH:11][CH2:12][CH2:13][CH:14]([CH:15]([C:16](=[O:17])[O:18][CH2:19][c:20]1[cH:21][cH:22][cH:23][cH:24][cH:25]1)[N:26]1[C:27](=[O:30])[CH2:28][CH2:29]1)[OH:31].